Dataset: the Open Reaction Database (ORD), a public repository of structured organic reaction records. Task: describe an organic reaction: reactants, conditions, products, and yield The reactants are BrCC(CCCCCCCCCCCCCCCC)Br (1,2-dibromooctadecane), C(CN)N (ethylenediamine), [OH-].[K+] (potassium hydroxide). Yields the product C(CCCCCCCCCCCCCCC)C(NCCN)CNCCN (5-hexadecyltriethylenetetramine). Reaction SMILES: Br[CH2:2][CH:3](Br)[CH2:4][CH2:5][CH2:6][CH2:7][CH2:8][CH2:9][CH2:10][CH2:11][CH2:12][CH2:13][CH2:14][CH2:15][CH2:16][CH2:17][CH2:18][CH3:19].[CH2:21]([NH2:24])[CH2:22][NH2:23].[OH-].[K+]>>[CH2:4]([CH:3]([CH2:2][NH:23][CH2:22][CH2:21][NH2:24])[NH:23][CH2:22][CH2:21][NH2:24])[CH2:5][CH2:6][CH2:7][CH2:8][CH2:9][CH2:10][CH2:11][CH2:12][CH2:13][CH2:14][CH2:15][CH2:16][CH2:17][CH2:18][CH3:19] |f:2.3|. Reported procedure: A mixture of 1,2-dibromooctadecane (80 g) and anhydrous ethylenediamine (230 g) was added to 400 ml of ehtanol, and the mixture was refluxed under heating for 10 hours. Then, potassium hydroxide (30 g) was added, and the ethanol was distilled off under reduced pressure. The residue was extracted with 400 ml of benzene and recrystallized from 180 ml of ether to produce a pale yellow product. Reactants: CC(C)=CCBr, C1CCOC1, C[Si](C)(C)[N-][Si](C)(C)C, CCOC(=O)C1CCCN(C(=O)OCc2ccccc2)C1, [Na+]. Yields the product CCOC(=O)C1(CC=C(C)C)CCCN(C(=O)OCc2ccccc2)C1. RXN SMILES: [Br:32][CH2:33][CH:34]=[C:35]([CH3:36])[CH3:37].[CH2:38]1[O:39][CH2:40][CH2:41][CH2:42]1.[CH3:22][Si:23]([N-:24][Si:25]([CH3:26])([CH3:27])[CH3:28])([CH3:29])[CH3:30].[N:1]1([C:12](=[O:13])[O:14][CH2:15][c:16]2[cH:17][cH:18][cH:19][cH:20][cH:21]2)[CH2:2][CH:3]([C:7](=[O:8])[O:9][CH2:10][CH3:11])[CH2:4][CH2:5][CH2:6]1.[Na+:31]>>[N:1]1([C:12](=[O:13])[O:14][CH2:15][c:16]2[cH:17][cH:18][cH:19][cH:20][cH:21]2)[CH2:2][C:3]([C:7](=[O:8])[O:9][CH2:10][CH3:11])([CH2:33][CH:34]=[C:35]([CH3:36])[CH3:37])[CH2:4][CH2:5][CH2:6]1. The reactants are COC=1C=C(\C=N\NC(C(C2=CC=CC=C2)OC)=O)C=CC1OC ((E)-N′-(3,4-dimethoxybenzylidene)-2-methoxy-2-phenylacetohydrazide), IC (iodomethane), [H-].[Na+] (NaH). Solvent: CN(C)C=O (DMF). Run at time 2 hour. Product: COC=1C=C(\C=N\N(C(C(C2=CC=CC=C2)OC)=O)C)C=CC1OC ((E)-N′-(3,4-Dimethoxybenzylidene)-2-methoxy-N-methyl-2-phenylacetohydrazide). The yield is 70.0%. Reaction SMILES: [CH3:1][O:2][C:3]1[CH:4]=[C:5]([CH:20]=[CH:21][C:22]=1[O:23][CH3:24])/[CH:6]=[N:7]/[NH:8][C:9](=[O:19])[CH:10]([O:17][CH3:18])[C:11]1[CH:16]=[CH:15][CH:14]=[CH:13][CH:12]=1.I[CH3:26].[H-].[Na+]>CN(C=O)C>[CH3:1][O:2][C:3]1[CH:4]=[C:5]([CH:20]=[CH:21][C:22]=1[O:23][CH3:24])/[CH:6]=[N:7]/[N:8]([CH3:26])[C:9](=[O:19])[CH:10]([O:17][CH3:18])[C:11]1[CH:16]=[CH:15][CH:14]=[CH:13][CH:12]=1 |f:2.3|. Procedure details: (E)-N′-(3,4-Dimethoxybenzylidene)-2-methoxy-N-methyl-2-phenylacetohydrazide (12-70) was synthesized according to the method used for the preparation of Example 6. To a solution of (E)-N′-(3,4-dimethoxybenzylidene)-2-methoxy-2-phenylacetohydrazide (12-21) (0.56 g) in anhydrous DMF in an oven-dried flask under argon was added iodomethane (1 eq) then NaH (60% in oil; 1.1 eq) was added and the mixture stirred for 2 hours. The reaction was quenched with brine and further diluted with water. The aqueo...